Dataset: the Open Reaction Database (ORD), a public repository of structured organic reaction records. Task: describe an organic reaction: reactants, conditions, products, and yield The reactants are OC1=C(C=C(C=C1)O)C(C)=O (2',5'-Dihydroxyacetophenone), C(C)(=O)N1CCC(CC1)=O (1-acetyl-4-piperidone). The solvent is CCOC(=O)C.CCCCCC (EtOAc hexane). Yields the product C(C)(=O)N1CCC2(CC1)OC1=C(C(C2)=O)C(=CC=C1)O (1'-Acetyl-3,4-dihydro-5-hydroxy-spiro[2H-1-benzopyran-2,4'-piperidine]-4-one). RXN SMILES: [OH:1][C:2]1[CH:7]=[CH:6][C:5](O)=[CH:4][C:3]=1[C:9](=[O:11])[CH3:10].[C:12]([N:15]1[CH2:20][CH2:19][C:18](=[O:21])[CH2:17][CH2:16]1)(=[O:14])[CH3:13]>CCOC(C)=O.CCCCCC>[C:12]([N:15]1[CH2:20][CH2:19][C:18]2([CH2:10][C:9](=[O:11])[C:3]3[C:2]([OH:1])=[CH:7][CH:6]=[CH:5][C:4]=3[O:21]2)[CH2:17][CH2:16]1)(=[O:14])[CH3:13] |f:2.3|. Procedure details: 2',5'-Dihydroxyacetophenone and 1-acetyl-4-piperidone were condensed according to the method of Example 434 to give the ketone as a yellow solid, m.p. 114°-116° C. (from EtOAc/hexane). Starting materials: C(C1=CC=CC=C1)N1CCOC2=C(C1)N=CC(=N2)N(C)C2CCC2 (8-benzyl-N-cyclobutyl-N-methyl-6,7,8,9-tetrahydropyrazino[2,3-f][1,4]oxazepin-3-amine), C(C)(=O)OCC.Cl (hydrogen chloride-ethyl acetate). Reagents/catalysts: [OH-].[OH-].[Pd+2] (Pd(OH)2/C). Solvent: CO (methanol). Run at temperature 50 celsius, time 3 hour. Product: Cl.C1(CCC1)N(C1=NC2=C(CNCCO2)N=C1)C (N-cyclobutyl-N-methyl-6,7,8,9-tetrahydropyrazino[2,3-f][1,4]oxazepin-3-amine hydrochloride). The yield is 65.0%. RXN SMILES: C([N:8]1[CH2:14][C:13]2[N:15]=[CH:16][C:17]([N:19]([CH:21]3[CH2:24][CH2:23][CH2:22]3)[CH3:20])=[N:18][C:12]=2[O:11][CH2:10][CH2:9]1)C1C=CC=CC=1.C(OCC)(=O)C.[ClH:31]>CO.[OH-].[OH-].[Pd+2]>[ClH:31].[CH:21]1([N:19]([CH3:20])[C:17]2[CH:16]=[N:15][C:13]3[CH2:14][NH:8][CH2:9][CH2:10][O:11][C:12]=3[N:18]=2)[CH2:22][CH2:23][CH2:24]1 |f:1.2,4.5.6,7.8|. Procedure details: To a solution of 8-benzyl-N-cyclobutyl-N-methyl-6,7,8,9-tetrahydropyrazino[2,3-f][1,4]oxazepin-3-amine (0.48 g) in methanol (10 mL) was added 20% Pd(OH)2/C (90 mg), and the mixture was stirred under a hydrogen atmosphere at 50° C. for 3 hr. The reaction mixture was filtered, and the filtrate was concentrated. To a solution of the obtained crude product in ethyl acetate (10 mL) was added a 4 N hydrogen chloride-ethyl acetate solution (400 μL), and the mixture was stirred for 30 min. The reaction ...